From a dataset of the Open Reaction Database (ORD), a public repository of structured organic reaction records. describe an organic reaction: reactants, conditions, products, and yield Starting materials: BrC1CCN(C2=NC(=C(N=C21)C2=CC=CC=C2)C2=CC=CC=C2)C(=O)OC(C)(C)C (tert-butyl 8-bromo-2,3-diphenyl-7,8-dihydropyrido[2,3-b]pyrazine-5(6H)-carboxylate), BrC1CCN(C2=NC(=C(N=C21)C2=CC=CC=C2)C2=CC=CC=C2)C(=O)OC(C)(C)C (tert-butyl 8-bromo-2,3-diphenyl-7,8-dihydropyrido[2,3-b]pyrazine-5(6H)-carboxylate), C1CCC2=NCCCN2CC1 (DBU). The solvent is C(Cl)Cl (DCM). Reaction conditions: time 8 hour. The product is C1(=CC=CC=C1)C=1N=C2C(=NC1C1=CC=CC=C1)N(CC=C2)C(=O)OC(C)(C)C (tert-Butyl 2,3-diphenylpyrido[2,3-b]pyrazine-5(6H)-carboxylate). Reaction SMILES: Br[CH:2]1[C:11]2[C:6](=[N:7][C:8]([C:18]3[CH:23]=[CH:22][CH:21]=[CH:20][CH:19]=3)=[C:9]([C:12]3[CH:17]=[CH:16][CH:15]=[CH:14][CH:13]=3)[N:10]=2)[N:5]([C:24]([O:26][C:27]([CH3:30])([CH3:29])[CH3:28])=[O:25])[CH2:4][CH2:3]1.C1CCN2C(=NCCC2)CC1>C(Cl)Cl>[C:12]1([C:9]2[N:10]=[C:11]3[CH:2]=[CH:3][CH2:4][N:5]([C:24]([O:26][C:27]([CH3:30])([CH3:29])[CH3:28])=[O:25])[C:6]3=[N:7][C:8]=2[C:18]2[CH:23]=[CH:22][CH:21]=[CH:20][CH:19]=2)[CH:13]=[CH:14][CH:15]=[CH:16][CH:17]=1. Procedure details: A solution of tert-Butyl 8-bromo-2,3-diphenyl-7,8-dihydropyrido[2,3-b]pyrazine-5(6H)-carboxylate (Intermediate H) (5 g, 10.72 mmol) in DCM (250 ml) was treated with DBU (1.939 ml, 12.87 mmol) and was stirred at RT under an atmosphere of nitrogen overnight. The solvent was removed in vacuo. The resulting crude product was purified by chromatography on silica eluting with 0-20% EtOAc/iso-hexane to afford the title compound; Starting materials: CSCCC(NC(=O)OC(C)(C)C)C(=O)NNC(=O)OC(C)(C)C, C[SH2+], CCCCCC, CC(C)OC(C)C, [H-], [I-], [Na+], CN(C)C=O. Yields the product CC(C)(C)OC(=O)NC1CCN(NC(=O)OC(C)(C)C)C1=O. As a reaction SMILES: [C:4](=[O:5])([O:6][C:7]([CH3:8])([CH3:9])[CH3:10])[NH:11][CH:12]([CH2:13][CH2:14][S:15][CH3:16])[C:17](=[O:18])[NH:19][NH:20][C:21](=[O:22])[O:23][C:24]([CH3:25])([CH3:26])[CH3:27].[CH3:2][SH2+:3].[CH3:30][CH2:31][CH2:32][CH2:33][CH2:34][CH3:35].[CH:36]([O:37][CH:38]([CH3:39])[CH3:40])([CH3:41])[CH3:42].[H-:28].[I-:1].[Na+:29].[O:43]=[CH:44][N:45]([CH3:46])[CH3:47]>>[C:4](=[O:5])([O:6][C:7]([CH3:8])([CH3:9])[CH3:10])[NH:11][CH:12]1[CH2:13][CH2:14][N:19]([NH:20][C:21](=[O:22])[O:23][C:24]([CH3:25])([CH3:26])[CH3:27])[C:17]1=[O:18]. The reactants are Cc1cc2cc(Nc3ccnc(Cl)n3)ccc2[nH]1, Nc1ccccc1, CN(C)C=O, O. Product: Cc1cc2cc(Nc3ccnc(Nc4ccccc4)n3)ccc2[nH]1. RXN SMILES: [Cl:1][c:2]1[n:3][cH:4][cH:5][c:6]([NH:8][c:9]2[cH:10][c:11]3[cH:12][c:13]([CH3:18])[nH:14][c:15]3[cH:16][cH:17]2)[n:7]1.[NH2:19][c:20]1[cH:21][cH:22][cH:23][cH:24][cH:25]1.[O:26]=[CH:27][N:28]([CH3:29])[CH3:30].[OH2:31]>>[c:2]1([NH:19][c:20]2[cH:21][cH:22][cH:23][cH:24][cH:25]2)[n:3][cH:4][cH:5][c:6]([NH:8][c:9]2[cH:10][c:11]3[cH:12][c:13]([CH3:18])[nH:14][c:15]3[cH:16][cH:17]2)[n:7]1.